Dataset: the Open Reaction Database (ORD), a public repository of structured organic reaction records. Task: describe an organic reaction: reactants, conditions, products, and yield Starting materials: [Al+3], CC(=O)O, O=C(O)c1cnc(NS(=O)(=O)c2cccc(Cl)c2Cl)c(OCc2cccnc2)n1, [H-], [H-], [H-], [H-], [Li+], C1CCOC1. As a reaction SMILES: [Al+3:2].[CH3:36][C:37](=[O:38])[OH:39].[Cl:7][c:8]1[c:9]([S:15](=[O:16])(=[O:17])[NH:18][c:19]2[n:20][cH:21][c:22]([C:33](=[O:34])[OH:35])[n:23][c:24]2[O:25][CH2:26][c:27]2[cH:28][n:29][cH:30][cH:31][cH:32]2)[cH:10][cH:11][cH:12][c:13]1[Cl:14].[H-:1].[H-:4].[H-:5].[H-:6].[Li+:3].[O:40]1[CH2:41][CH2:42][CH2:43][CH2:44]1>>[Cl:7][c:8]1[c:9]([S:15](=[O:16])(=[O:17])[NH:18][c:19]2[n:20][cH:21][c:22]([CH2:33][OH:34])[n:23][c:24]2[O:25][CH2:26][c:27]2[cH:28][n:29][cH:30][cH:31][cH:32]2)[cH:10][cH:11][cH:12][c:13]1[Cl:14]. Yields the product O=S(=O)(Nc1ncc(CO)nc1OCc1cccnc1)c1cccc(Cl)c1Cl. The reactants are CCOC(=O)c1ccc(N)cc1, Cc1ccccc1, Cc1ccc(S(=O)(=O)O)cc1, O=Cc1cccnc1. Yields the product CCOC(=O)c1ccc(N=Cc2cccnc2)cc1. RXN SMILES: [CH2:1]([CH3:2])[O:3][C:4]([c:5]1[cH:6][cH:7][c:8]([NH2:11])[cH:9][cH:10]1)=[O:12].[CH3:32][c:33]1[cH:34][cH:35][cH:36][cH:37][cH:38]1.[c:21]1([CH3:22])[cH:23][cH:24][c:25]([S:26]([OH:27])(=[O:28])=[O:29])[cH:30][cH:31]1.[n:13]1[cH:14][c:15]([CH:19]=[O:20])[cH:16][cH:17][cH:18]1>>[CH2:1]([CH3:2])[O:3][C:4]([c:5]1[cH:6][cH:7][c:8]([N:11]=[CH:19][c:15]2[cH:14][n:13][cH:18][cH:17][cH:16]2)[cH:9][cH:10]1)=[O:12]. Starting materials: Cl.CNOC (N,O-dimethylhydroxylamine hydrochloride), C=1C=CC2=C(C1)N=NN2O (HOBt), C(CCl)Cl (EDC), [N+](=O)([O-])C1=CC(=C(C(=O)O)C=C1)F (4-Nitro-2-fluorobenzoic acid). The solvent is N1=CC=CC=C1 (pyridine). Run at temperature 60 celsius, time 15 hour. Yields the product CON(C(C1=C(C=C(C=C1)[N+](=O)[O-])F)=O)C (N-Methoxy-N-methyl-4-nitro-2-fluorobenzamide). Isolated yield 85.2%. Reaction SMILES: [N+:1]([C:4]1[CH:12]=[CH:11][C:7]([C:8](O)=[O:9])=[C:6]([F:13])[CH:5]=1)([O-:3])=[O:2].Cl.[CH3:15][NH:16][O:17][CH3:18].C1C=CC2N(O)N=NC=2C=1.C(Cl)CCl>N1C=CC=CC=1>[CH3:18][O:17][N:16]([CH3:15])[C:8](=[O:9])[C:7]1[CH:11]=[CH:12][C:4]([N+:1]([O-:3])=[O:2])=[CH:5][C:6]=1[F:13] |f:1.2|. Reported procedure: 4-Nitro-2-fluorobenzoic acid (5.03 g) was dissolved in pyridine (60.0 ml), and N,O-dimethylhydroxylamine hydrochloride (7.95 g), HOBt (5.50 g), and EDC (7.79 g) were added thereto. The obtained mixture was stirred at 60° C. for 15 hours. After the reaction mixture was allowed to cool, the solvent was distilled off under reduced pressure. Water and ethyl acetate were added to the obtained residue, and extraction and washing were carried out. The organic layer was sequentially washed with a 1N hyd...